Dataset: the Open Reaction Database (ORD), a public repository of structured organic reaction records. Task: describe an organic reaction: reactants, conditions, products, and yield Reactants: NC1=CC=C(C=C1)C(C(=O)NC=1SC=CN1)CC1CCCC1 (2-(4-amino-phenyl)-3-cyclopentyl-N-thiazol-2-yl-propionamide), FC(S(=O)(=O)Cl)(F)F (trifluoromethanesulfonyl chloride). Run in N1=CC=CC=C1 (pyridine). Reaction conditions: temperature 25 celsius, time 7 hour. The product is C1(CCCC1)CC(C(=O)NC=1SC=CN1)C1=CC=C(C=C1)NS(=O)(=O)C(F)(F)F (3-cyclopentyl-N-thiazol-2-yl-2-(4-trifluoromethanesulfonylamino-phenyl)-propionamide). Isolated yield 41.9%. As a reaction SMILES: [NH2:1][C:2]1[CH:7]=[CH:6][C:5]([CH:8]([CH2:17][CH:18]2[CH2:22][CH2:21][CH2:20][CH2:19]2)[C:9]([NH:11][C:12]2[S:13][CH:14]=[CH:15][N:16]=2)=[O:10])=[CH:4][CH:3]=1.[F:23][C:24]([F:30])([F:29])[S:25](Cl)(=[O:27])=[O:26]>N1C=CC=CC=1>[CH:18]1([CH2:17][CH:8]([C:5]2[CH:4]=[CH:3][C:2]([NH:1][S:25]([C:24]([F:30])([F:29])[F:23])(=[O:27])=[O:26])=[CH:7][CH:6]=2)[C:9]([NH:11][C:12]2[S:13][CH:14]=[CH:15][N:16]=2)=[O:10])[CH2:22][CH2:21][CH2:20][CH2:19]1. Procedure: A solution of 2-(4-amino-phenyl)-3-cyclopentyl-N-thiazol-2-yl-propionamide (prepared in Example 3, 158 mg, 0.5 mmol) in pyridine (5 mL) at 25° C. was treated with trifluoromethanesulfonyl chloride (60 μL, 0.57 mmol). The reaction was stirred at 25° C. for 7 h and was then concentrated in vacuo. High pressure liquid chromatography (Chromegasphere SI-60, 10 μM, 60 Å, 25 cm×23 cm ID, 40/60 heptane/ethyl acetate) afforded the 3-cyclopentyl-N-thiazol-2-yl-2-(4-trifluoromethanesulfonylamino-phenyl)-pr... Starting materials: C(C1=CC=CC=C1)=C1C[C@H](N(C1)C(=O)OC(C)(C)C)C(=O)O ((2S,4EZ)-4-benzylidene-1-(tert-butoxycarbonyl)-2-pyrrolidinecarboxylic acid), CN(CCCC(=O)Cl)C (4-(dimethylamino)butanoyl chloride), N1=CC=CC2=CC(=CC=C12)N (6-quinolinamine). Yields the product C(C1=CC=CC=C1)=C1C[C@H](N(C1)C(CCCN(C)C)=O)C(=O)NC=1C=C2C=CC=NC2=CC1 ((2S,4EZ)-4-benzylidene-1-[4-(dimethylamino)butanoyl]-N-(6-quinolinyl)-2-pyrrolidinecarboxamide). Reaction SMILES: [CH:1](=[C:8]1[CH2:12][N:11]([C:13]([O:15]C(C)(C)C)=O)[C@H:10]([C:20]([OH:22])=O)[CH2:9]1)[C:2]1[CH:7]=[CH:6][CH:5]=[CH:4][CH:3]=1.[CH3:23][N:24]([CH3:31])[CH2:25][CH2:26][CH2:27]C(Cl)=O.[N:32]1[C:41]2[C:36](=[CH:37][C:38]([NH2:42])=[CH:39][CH:40]=2)[CH:35]=[CH:34][CH:33]=1>>[CH:1](=[C:8]1[CH2:12][N:11]([C:13](=[O:15])[CH2:27][CH2:26][CH2:25][N:24]([CH3:31])[CH3:23])[C@H:10]([C:20]([NH:42][C:38]2[CH:37]=[C:36]3[C:41](=[CH:40][CH:39]=2)[N:32]=[CH:33][CH:34]=[CH:35]3)=[O:22])[CH2:9]1)[C:2]1[CH:3]=[CH:4][CH:5]=[CH:6][CH:7]=1. Procedure: Following the general method as outlined in Example 22, starting from (2S,4EZ)-4-benzylidene-1-(tert-butoxycarbonyl)-2-pyrrolidinecarboxylic acid, 4-(dimethylamino)butanoyl chloride, and 6-quinolinamine the title compound was obtained in 71% purity by LC/MS. MS(ESI+): m/z=443.6. Reported procedure: 2-Fluoro-4-methylphenylamine (1.10 equivalents), palladium (II) acetate (0.10 equivalents), rac-2,2-bis(diphenylphosphino)-1,1′-binaphthyl (0.15 equivalents), and cesium carbonate (1.50 equivalents) are added to a solution of 4-chloro-1,3,8-trimethyl-1H,6H-pyrido[2,3-d]pyridazine-2,5-dione (1.00 equivalent) in toluene in a sealed vial. After stirring 10 minutes, the mixture is heated to 80° C. After 24 hours, the reaction mixture is cooled to room temperature and diluted with EtOAc. The resultin... Product: FC1=C(C=CC(=C1)C)NC1=C(C(N(C=2C(=NNC(C21)=O)C)C)=O)C (4-(2-fluoro-4-methylphenylamino)-1,3,8-trimethyl-1H,6H-pyrido[2,3-d]pyridazine-2,5-dione). RXN SMILES: [F:1][C:2]1[CH:7]=[C:6]([CH3:8])[CH:5]=[CH:4][C:3]=1[NH2:9].C1(P(C2C=CC=CC=2)C2(P(C3C=CC=CC=3)C3C=CC=CC=3)CC=C3C(C=CC=C3)=C2C2C3C(=CC=CC=3)C=CC=2)C=CC=CC=1.C(=O)([O-])[O-].[Cs+].[Cs+].Cl[C:63]1[C:72]2[C:71](=[O:73])[NH:70][N:69]=[C:68]([CH3:74])[C:67]=2[N:66]([CH3:75])[C:65](=[O:76])[C:64]=1[CH3:77]>C1(C)C=CC=CC=1.CCOC(C)=O.C([O-])(=O)C.[Pd+2].C([O-])(=O)C>[F:1][C:2]1[CH:7]=[C:6]([CH3:8])[CH:5]=[CH:4][C:3]=1[NH:9][C:63]1[C:72]2[C:71](=[O:73])[NH:70][N:69]=[C:68]([CH3:74])[C:67]=2[N:66]([CH3:75])[C:65](=[O:76])[C:64]=1[CH3:77] |f:2.3.4,8.9.10|. Reagents/catalysts: C(C)(=O)[O-].[Pd+2].C(C)(=O)[O-] (palladium (II) acetate). Run in C1(=CC=CC=C1)C (toluene), CCOC(=O)C (EtOAc). Reaction conditions: temperature 80 celsius, time 10 minute. The reactants are FC1=C(C=CC(=C1)C)N (2-Fluoro-4-methylphenylamine), C1(=CC=CC=C1)P(C1(C(=C2C=CC=CC2=CC1)C1=CC=CC2=CC=CC=C12)P(C1=CC=CC=C1)C1=CC=CC=C1)C1=CC=CC=C1 (rac-2,2-bis(diphenylphosphino)-1,1′-binaphthyl), C([O-])([O-])=O.[Cs+].[Cs+] (cesium carbonate), ClC1=C(C(N(C=2C(=NNC(C21)=O)C)C)=O)C (4-chloro-1,3,8-trimethyl-1H,6H-pyrido[2,3-d]pyridazine-2,5-dione).